From a dataset of the Open Reaction Database (ORD), a public repository of structured organic reaction records. describe an organic reaction: reactants, conditions, products, and yield Reactants: NC(=O)c1cc(Br)cc2c(C3CCCS(=O)(=O)C3)c[nH]c12, O=C([O-])[O-], [K+], [K+], C1COCCO1, OB(O)c1ccoc1. The product is NC(=O)c1cc(-c2ccoc2)cc2c(C3CCCS(=O)(=O)C3)c[nH]c12. RXN SMILES: [Br:1][c:2]1[cH:3][c:4]2[c:5]([CH:14]3[CH2:15][S:16](=[O:20])(=[O:21])[CH2:17][CH2:18][CH2:19]3)[cH:6][nH:7][c:8]2[c:9]([C:11](=[O:12])[NH2:13])[cH:10]1.[C:30](=[O:31])([O-:32])[O-:33].[K+:34].[K+:35].[O:36]1[CH2:37][CH2:38][O:39][CH2:40][CH2:41]1.[o:22]1[cH:23][c:24]([B:27]([OH:28])[OH:29])[cH:25][cH:26]1>>[c:2]1(-[c:24]2[cH:23][o:22][cH:26][cH:25]2)[cH:3][c:4]2[c:5]([CH:14]3[CH2:15][S:16](=[O:20])(=[O:21])[CH2:17][CH2:18][CH2:19]3)[cH:6][nH:7][c:8]2[c:9]([C:11](=[O:12])[NH2:13])[cH:10]1. The reactants are CS(=O)(=O)N (methanesulfonamide), [H-].[Na+] (NaH), Cl (hydrochloride), ClC1=CC=C2C(=C1)NC(C21C(NC(CC1C1=C(C=CC(=C1)Cl)OC(C)(C)C(=O)O)=O)C1=C(C=CC(=C1)Cl)OC)=O (racemic (2′S,3S,4′R)-6-chloro-4′-[5-chloro-2-(1-hydroxycarbonyl-1-methyl-ethoxy)-phenyl]-2′-(5-chloro-2-methoxy-phenyl)spiro[3H-indole-3,3′-piperidine]-2,6′(1H)-dione), C1=CN(C=N1)C(=O)N2C=CN=C2 (CDI). The solvent is CN(C)C=O (DMF), O (water), CN(C)C=O (DMF). Reaction conditions: time 3 hour. The product is ClC=1C=CC(=C(C1)C1C2(C(NC(C1)=O)C1=C(C=CC(=C1)Cl)OC)C(NC1=CC(=CC=C12)Cl)=O)OC(C(=O)NS(=O)(=O)C)(C)C (Racemic (2′S,3S,4′R)-4′-[5-chloro-2-(2-methanesulfonylamino-1,1-dimethyl-2-oxo-ethoxy)-phenyl]-6-chloro-2′-(5-chloro-2-methoxy-phenyl)-spiro[3H-indole-3,3′-piperidine]-2,6′(1H)-dione). Yield: 8.1%. RXN SMILES: [Cl:1][C:2]1[CH:7]=[C:6]2[NH:8][C:9](=[O:40])[C:10]3([CH:15]([C:16]4[CH:21]=[C:20]([Cl:22])[CH:19]=[CH:18][C:17]=4[O:23][C:24]([C:27](O)=[O:28])([CH3:26])[CH3:25])[CH2:14][C:13](=[O:30])[NH:12][CH:11]3[C:31]3[CH:36]=[C:35]([Cl:37])[CH:34]=[CH:33][C:32]=3[O:38][CH3:39])[C:5]2=[CH:4][CH:3]=1.C1N=CN(C(N2C=NC=C2)=O)C=1.[CH3:53][S:54]([NH2:57])(=[O:56])=[O:55].[H-].[Na+].Cl>CN(C=O)C.O>[Cl:22][C:20]1[CH:19]=[CH:18][C:17]([O:23][C:24]([CH3:26])([CH3:25])[C:27]([NH:57][S:54]([CH3:53])(=[O:56])=[O:55])=[O:28])=[C:16]([CH:15]2[CH2:14][C:13](=[O:30])[NH:12][CH:11]([C:31]3[CH:36]=[C:35]([Cl:37])[CH:34]=[CH:33][C:32]=3[O:38][CH3:39])[C:10]32[C:5]2[C:6](=[CH:7][C:2]([Cl:1])=[CH:3][CH:4]=2)[NH:8][C:9]3=[O:40])[CH:21]=1 |f:3.4|. Reported procedure: A solution of racemic (2′S,3S,4′R)-6-chloro-4′-[5-chloro-2-(1-hydroxycarbonyl-1-methyl-ethoxy)-phenyl]-2′-(5-chloro-2-methoxy-phenyl)spiro[3H-indole-3,3′-piperidine]-2,6′(1H)-dione (122 mg, 0.2 mmol) and CDI (65 mg, 0.4 mmol) in DMF (5 mL) was heated at 60° C. for 2 h. Then to this solution was added a mixture of methanesulfonamide (144 mg, 1.2 mmol) and NaH (48 mg, 60%, 1.2 mmol) in DMF (5 mL), which had been stirred for 3 h at room temperature. After the resulting mixture was stirred at room t... Reactants: CI (methyl iodide), OC=1C=2C(N=CN1)=NO[N+]2[O-] (7-hydroxy-[1,2,5]oxadiazolo[3,4-d]pyrimidine-1-oxide), [H-].[Li+] (lithium hydride). Solvent: C1CCOC1 (THF), C(C)(=O)OCC (ethyl acetate), C1CCOC1 (THF), C1CCOC1 (THF). Conditions: temperature 40 celsius, time 2 day. Yields the product CN1C=NC=2C(C1=O)=[N+](ON2)[O-] (6-Methyl-[1,2,5]oxadiazolo[3,4-d]pyrimidine-7(6H)-one-1-oxide). As a reaction SMILES: [OH:1][C:2]1[C:3]2[C:4](=[N:8][O:9][N+:10]=2[O-:11])[N:5]=[CH:6][N:7]=1.[H-].[Li+].[CH3:14]I>C1COCC1.C(OCC)(=O)C>[CH3:14][N:7]1[C:2](=[O:1])[C:3]2=[N+:10]([O-:11])[O:9][N:8]=[C:4]2[N:5]=[CH:6]1 |f:1.2|. Reported procedure: A solution of 3.0 g (20 mmol) of 7-hydroxy-[1,2,5]oxadiazolo[3,4-d]pyrimidine-1-oxide (C. Temple, C. L. Kussner, J. A. Montgomery, J. Org. Chem. 33 (1968) 2086) in 30 ml of THF is added dropwise to a suspension of 0.18 g (22.5 mmol) of lithium hydride in 20 ml of THF. The mixture is heated at 40° C. for 30 minutes, then 11.5 g (80 mmol) of methyl iodide in 10 ml of THF are added dropwise at room temperature and it is allowed to stand for 2 days. The mixture is diluted with 300 ml of ethyl acetat... Starting materials: [Si](C)(C)(C(C)(C)C)OC1CC(=C(C(C1)(C)C)C=CC(C)=O)C (4-[4-(t-butyldimethylsilyl)oxy-2,6,6-trimethylcyclohex-1enyl]but-3-en-2-one), C(CCC)I (n-butyl iodide). The product is [Si](C)(C)(C(C)(C)C)OC1CC(=C(C(C1)(C)C)C=CC(CCCCC)=O)C (1-[4-(t-Butyldimethylsilyl)oxy-2,6,6-Trimethylcyclohex-1-enyl]Oct-1-en-3-one). RXN SMILES: [Si:1]([O:8][CH:9]1[CH2:14][C:13]([CH3:16])([CH3:15])[C:12]([CH:17]=[CH:18][C:19](=[O:21])[CH3:20])=[C:11]([CH3:22])[CH2:10]1)([C:4]([CH3:7])([CH3:6])[CH3:5])([CH3:3])[CH3:2].[CH2:23](I)[CH2:24][CH2:25][CH3:26]>>[Si:1]([O:8][CH:9]1[CH2:14][C:13]([CH3:15])([CH3:16])[C:12]([CH:17]=[CH:18][C:19](=[O:21])[CH2:20][CH2:23][CH2:24][CH2:25][CH3:26])=[C:11]([CH3:22])[CH2:10]1)([C:4]([CH3:7])([CH3:6])[CH3:5])([CH3:3])[CH3:2]. Reported procedure: The entitled compound was prepared from 4-[4-(t-butyldimethylsilyl)oxy-2,6,6-trimethylcyclohex-1enyl]but-3-en-2-one and n-butyl iodide in the same manner as described in Example 2-(1). The reactants are COC=1C=CC=C2CCC(CC12)NC(C)=O (N-(1,2,3,4-tetrahydro-8-methoxy-2-naphthalenyl) acetamide), C(Cl)Cl (methylene chloride), C(Cl)Cl (methylene chloride), II (iodine). The reagents and catalysts are C(C)(=O)OC(F)(F)F.[Ag] (silver trifluoromethyl acetate). Solvent: O (water). Conditions: time 1 hour. Product: IC1=C2CCC(CC2=C(C=C1)OC)NC(C)=O (N-(1,2,3,4-tetrahydro-5-iodo-8-methoxy-2-naphthalenyl) acetamide). Reaction SMILES: [CH3:1][O:2][C:3]1[CH:4]=[CH:5][CH:6]=[C:7]2[C:12]=1[CH2:11][CH:10]([NH:13][C:14](=[O:16])[CH3:15])[CH2:9][CH2:8]2.C(Cl)Cl.[I:20]I>C(OC(F)(F)F)(=O)C.[Ag].O>[I:20][C:6]1[CH:5]=[CH:4][C:3]([O:2][CH3:1])=[C:12]2[C:7]=1[CH2:8][CH2:9][CH:10]([NH:13][C:14](=[O:16])[CH3:15])[CH2:11]2 |f:3.4|. Procedure details: To a suspension of 2.19 g. (0.01 mol.) of N-(1,2,3,4-tetrahydro-8-methoxy-2-naphthalenyl) acetamide and 2.21 g (0.01 mole) of silver trifluoromethyl acetate in 80 ml. of methylene chloride was added dropwise a solution of iodine (2.52 g.; 0.02 mole) in 80 ml. of methylene chloride. The reaction mixture was stirred for one hour at room temperature, filtered and evaporated to leave an oil to which 100 ml. of water was added. After 30 minutes the oil solidified. The crystals were collected, dried a... Starting materials: O=C1OC(C(O)CO)C(O)=C1O, O=C([O-])CCC(=O)C(=O)[O-], O=C(O)C1CCCN1, O=S(=O)(O)CCN1CCOCC1. Yields the product O=C(O)C1CC(O)CN1. As a reaction SMILES: [CH:31]1([CH:32]([CH2:33][OH:34])[OH:35])[C:36]([OH:37])=[C:38]([OH:39])[C:40](=[O:41])[O:42]1.[O:21]=[C:22]([CH2:23][CH2:24][C:25]([O-:26])=[O:27])[C:28]([O-:29])=[O:30].[OH:13][C:14](=[O:15])[CH:16]1[CH2:17][CH2:18][CH2:19][NH:20]1.[OH:1][S:2]([CH2:3][CH2:4][N:5]1[CH2:6][CH2:7][O:8][CH2:9][CH2:10]1)(=[O:11])=[O:12]>>[OH:1][CH:18]1[CH2:17][CH:16]([C:14]([OH:13])=[O:15])[NH:20][CH2:19]1. Product: C(C)(=O)NCC=1SC(=CC1)C(CCl)=O (2-acetylaminomethyl-5-chloroacetylthiophene). Reactants: C(C)(=O)NCC=1SC=CC1 (2-acetylaminomethylthiophene), ClCC(=O)Cl (chloroacetylchloride), [Cl-].[Al+3].[Cl-].[Cl-] (aluminum chloride). Reported procedure: To a solution of 5.0 g of 2-acetylaminomethylthiophene and 4.4 g of chloroacetylchloride in 100 ml of dichloromethane is added a small portion of 8.6 g of anhydrous aluminum chloride at room temperature, and the mixture is refluxed with stirring for an hour and poured into ice-cold water. The precipitated crystals are collected by filtration to give 2-acetylaminomethyl-5-chloroacetylthiophene, melting at 146°-148° C. The solvent is ClCCl (dichloromethane). As a reaction SMILES: [C:1]([NH:4][CH2:5][C:6]1[S:7][CH:8]=[CH:9][CH:10]=1)(=[O:3])[CH3:2].[Cl:11][CH2:12][C:13](Cl)=[O:14].[Cl-].[Al+3].[Cl-].[Cl-]>ClCCl>[C:1]([NH:4][CH2:5][C:6]1[S:7][C:8]([C:13](=[O:14])[CH2:12][Cl:11])=[CH:9][CH:10]=1)(=[O:3])[CH3:2] |f:2.3.4.5|. Starting materials: C1=CC=C(C=C1)CC[C@@H](C(=O)O)N (L-HPA). Run in C(C)(=O)OCC (ethyl acetate), C(C)(=O)OCC (ethyl acetate), O (water). Product: N[C@H](CCC1=CC=CC=C1)C(=O)O (D-homophenylalanine). Reaction SMILES: [CH:1]1[CH:6]=[CH:5][C:4]([CH2:7][CH2:8][C@H:9]([NH2:13])[C:10]([OH:12])=[O:11])=[CH:3][CH:2]=1>C(OCC)(=O)C.O>[NH2:13][C@@H:9]([C:10]([OH:12])=[O:11])[CH2:8][CH2:7][C:4]1[CH:3]=[CH:2][CH:1]=[CH:6][CH:5]=1. Procedure details: After the completion of the reaction, an extractant such as ethyl acetate is added to the reaction mixture which separates the reaction mixture into an upper layer and a lower layer. The upper layer contains D-HPAE in ethyl acetate and the lower layer contains L-HPA in water. After separating the lower layer from the upper layer, the extractant, i.e., ethyl acetate, can be vaporized to obtain D-HPAE, which can be chemically hydrolyzed to obtain D-homophenylalanine. L-HPA can be separated from th...